Dataset: the Open Reaction Database (ORD), a public repository of structured organic reaction records. Task: describe an organic reaction: reactants, conditions, products, and yield Starting materials: Cc1cnnc2c1C(=O)CC(c1ccsc1)C2, CCO, Cl, Cl, N=C(N)NN. Yields the product Cc1cnnc2c1C(=NNC(=N)N)CC(c1ccsc1)C2, Cl. RXN SMILES: [CH3:1][c:2]1[cH:3][n:4][n:5][c:6]2[c:11]1[C:10](=[O:12])[CH2:9][CH:8]([c:13]1[cH:14][s:15][cH:16][cH:17]1)[CH2:7]2.[CH3:25][CH2:26][OH:27].[ClH:18].[ClH:24].[NH2:19][NH:20][C:21](=[NH:22])[NH2:23]>>[CH3:1][c:2]1[cH:3][n:4][n:5][c:6]2[c:11]1[C:10](=[N:19][NH:20][C:21](=[NH:22])[NH2:23])[CH2:9][CH:8]([c:13]1[cH:14][s:15][cH:16][cH:17]1)[CH2:7]2.[ClH:18].